This data is from the Open Reaction Database (ORD), a public repository of structured organic reaction records. The task is: describe an organic reaction: reactants, conditions, products, and yield The product is CC=1C=C(C(C(=O)OC)=CC1)O (methyl 4-methylsalicylate). Isolated yield 94.0%. The reactants are CC=1C=C(C(C(=O)O)=CC1)O (4-methylsalicylic acid), CO (methanol), Cl (hydrochloric acid). RXN SMILES: [CH3:1][C:2]1[CH:3]=[C:4]([OH:11])[C:5](=[CH:9][CH:10]=1)[C:6]([OH:8])=[O:7].Cl.[CH3:13]O>>[CH3:1][C:2]1[CH:3]=[C:4]([OH:11])[C:5](=[CH:9][CH:10]=1)[C:6]([O:8][CH3:13])=[O:7]. Conditions: temperature 60 celsius. Procedure: To a suspension of 10 g (0.0651 mol) of 4-methylsalicylic acid in 150 mL of methanol was added 50 mL of ethereal hydrochloric acid. The reaction mixture was heated at 60° C. for 60 hours. The solvent was removed under vacuum. After adding hexane-ethyl acetate, the resulting solid was filtered and the filtrate was evaporated to give 10.2 g (94%) of product as an oil. Starting materials: [Si](C)(C)(C(C)(C)C)OC1C=C(C(C1)(O)C)CC=C ((1RS,4RS)-3-allyl-4-methyl-4-hydroxy-2-cyclopenten-1-yl (t-butyldimethylsilyl) ether), C(C)(C)N(C(C)C)CC (N,N-diisopropylethylamine), COCCl (chloromethyl methyl ether), aqueous solution, C(CC(O)(C(=O)O)CC(=O)O)(=O)O (citric acid). The solvent is C(Cl)(Cl)Cl (chloroform). Yields the product [Si](C)(C)(C(C)(C)C)OC1C=C(C(C1)(OCOC)C)CC=C ((1RS,4RS)-3-allyl-4-methyl-4-methoxymethoxy-2-cyclopenten-1-yl (t-butyldimethylsilyl) ether). The yield is 82.0%. As a reaction SMILES: [Si:1]([O:8][CH:9]1[CH2:13][C:12]([CH3:15])([OH:14])[C:11]([CH2:16][CH:17]=[CH2:18])=[CH:10]1)([C:4]([CH3:7])([CH3:6])[CH3:5])([CH3:3])[CH3:2].C(N(CC)C(C)C)(C)C.[CH3:28][O:29][CH2:30]Cl.C(O)(=O)CC(CC(O)=O)(C(O)=O)O>C(Cl)(Cl)Cl>[Si:1]([O:8][CH:9]1[CH2:13][C:12]([CH3:15])([O:14][CH2:28][O:29][CH3:30])[C:11]([CH2:16][CH:17]=[CH2:18])=[CH:10]1)([C:4]([CH3:7])([CH3:6])[CH3:5])([CH3:2])[CH3:3]. Procedure details: To a solution mixture of 4.7 g of (1RS,4RS)-3-allyl-4-methyl-4-hydroxy-2-cyclopenten-1-yl (t-butyldimethylsilyl) ether, 6.8 g of N,N-diisopropylethylamine and 50 ml of chloroform was added 2.66 ml of chloromethyl methyl ether under ice-cooling and the resulting mixture was allowed to react at room temperature for 8 hours. Then the reaction liquid was poured into ice-cooled 5% aqueous solution of citric acid and extracted two times with diethyl ether. The combined ether layer was washed successiv... Starting materials: COC(NC(C(C)C)C(=O)N1C(CCC1)C=1NC(=CN1)C1=CC=C(C=C1)C#CC1=CC=C(C=C1)C=1NC(=NC1)C1N(CC(C1)(F)F)C(C(C(C)C)NC(=O)OC)=O)=O ([1-(2-{5-[4-(4-{2-[4,4-Difluoro-1-(2-methoxycarbonylamino-3-methyl-butyryl)-pyrrolidin-2-yl]-3H-imidazol-4-yl}-phenylethynyl)-phenyl]-1H-imidazol-2-yl}-pyrrolidine-1-carbonyl)-2-methyl-propyl]-carbamic acid methyl ester), COC(NC(C(C)C)C(=O)N1C(CC(C1)(F)F)C=1NC(=CN1)C1=CC=C(C=C1)C#C)=O ((1-{2-[5-(4-Ethynyl-phenyl)-1H-imidazol-2-yl]-4,4-difluoro-pyrrolidine-1-carbonyl}-2-methyl-propyl)-carbamic acid methyl ester), COC(NC(C(C)C)C(=O)N1C(CCC1)C=1NC(=CN1)C1=CC=C(C=C1)Br)=O ((1-{2-[5-(4-bromo-phenyl)-1H-imidazol-2-yl]-pyrrolidine-1-carbonyl}-2-methyl-propyl)-carbamic acid methyl ester), COC(NC(C(C)C)C(=O)N1CC2(CC2)CC1C=1NC(=CN1)C1=CC=C(C=C1)C#C)=O ((1-{6-[5-(4-Ethynyl-phenyl)-1H-imidazol-2-yl]-5-aza-spiro[2.4]heptane-5-carbonyl}-2-methyl-propyl)-carbamic acid methyl ester). Yields the product COC(NC(C(C)C)C(=O)N1C(CC(C1)C#N)C=1NC(=CN1)C1=CC=C(C=C1)C#CC1=CC=C(C=C1)C=1NC(=NC1)C1N(CC2(CC2)C1)C(C(C(C)C)NC(=O)OC)=O)=O ([1-(4-Cyano-2-{5-[4-(4-{2-[5-(2-methoxycarbonylamino-3-methyl-butyryl)-5-aza-spiro[2.4]hept-6-yl]-3H-imidazol-4-yl}-phenylethynyl)-phenyl]-1H-imidazol-2-yl}-pyrrolidine-1-carbonyl)-2-methyl-propyl]-carbamic acid methyl ester). Reaction SMILES: [CH3:1][O:2][C:3](=[O:58])[NH:4][CH:5]([C:9]([N:11]1[CH2:15][CH2:14][CH2:13][CH:12]1[C:16]1[NH:17][C:18]([C:21]2[CH:26]=[CH:25][C:24]([C:27]#[C:28][C:29]3[CH:34]=[CH:33][C:32]([C:35]4[NH:36][C:37]([CH:40]5[CH2:44][C:43](F)(F)[CH2:42][N:41]5[C:47](=[O:57])[CH:48]([NH:52][C:53]([O:55][CH3:56])=[O:54])[CH:49]([CH3:51])[CH3:50])=[N:38][CH:39]=4)=[CH:31][CH:30]=3)=[CH:23][CH:22]=2)=[CH:19][N:20]=1)=[O:10])[CH:6]([CH3:8])[CH3:7].CO[C:61](=O)[NH:62]C(C(N1CCCC1C1NC(C2C=CC(Br)=CC=2)=CN=1)=O)C(C)C.COC(=O)N[CH:91](C(N1C(C2NC(C3C=CC(C#C)=CC=3)=CN=2)CC2(CC2)C1)=O)[CH:92](C)C.COC(=O)NC(C(N1CC(F)(F)CC1C1NC(C2C=CC(C#C)=CC=2)=CN=1)=O)C(C)C>>[CH3:1][O:2][C:3](=[O:58])[NH:4][CH:5]([C:9]([N:11]1[CH2:15][CH:14]([C:61]#[N:62])[CH2:13][CH:12]1[C:16]1[NH:17][C:18]([C:21]2[CH:26]=[CH:25][C:24]([C:27]#[C:28][C:29]3[CH:34]=[CH:33][C:32]([C:35]4[NH:36][C:37]([CH:40]5[CH2:44][C:43]6([CH2:92][CH2:91]6)[CH2:42][N:41]5[C:47](=[O:57])[CH:48]([NH:52][C:53]([O:55][CH3:56])=[O:54])[CH:49]([CH3:51])[CH3:50])=[N:38][CH:39]=4)=[CH:31][CH:30]=3)=[CH:23][CH:22]=2)=[CH:19][N:20]=1)=[O:10])[CH:6]([CH3:8])[CH3:7]. Reported procedure: Title compound was prepared according to the method employed to prepare [1-(2-{5-[4-(4-{2-[4,4-Difluoro-1-(2-methoxycarbonylamino-3-methyl-butyryl)-pyrrolidin-2-yl]-3H-imidazol-4-yl}-phenylethynyl)-phenyl]-1H-imidazol-2-yl}-pyrrolidine-1-carbonyl)-2-methyl-propyl]-carbamic acid methyl ester (Example AB1), substituting (1-{2-[5-(4-Bromo-phenyl)-1H-imidazol-2-yl]-4-cyano-pyrrolidine-1-carbonyl}-2-methyl-propyl)-carbamic acid methyl ester for (1-{2-[5-(4-bromo-phenyl)-1H-imidazol-2-yl]-pyrrolidine-... The reactants are C[Si](C)(C)[N-][Si](C)(C)C.[K+] (potassium bis(trimethylsilyl)amide), C(=O)([O-])[O-].[K+].[K+] (K2CO3), FC(OC1=CC=C(C=C1)NC=1NC(=NN1)C1=CC=C(C=C1)O)(F)F (4-[5-(4-trifluoromethoxy-phenylamino)-4H[1,2,4]triazol-3-yl]-phenol), ClC1=CC(=NC=C1)C(=O)N (4-chloro-2-pyridinecarboxamide). Solvent: CN(C)C=O (DMF), CO (MeOH). Conditions: temperature 80 celsius. The product is FC(C(=O)O)(F)F.CNC(=O)C1=NC=CC(=C1)OC1=CC=C(C=C1)C1=NN=C(N1)NC1=CC=C(C=C1)OC(F)(F)F (4-{4-[5-(4-trifluoromethoxy-phenylamino)-4H-[1,2,4]triazol-3-yl]-phenoxy}-pyridine-2-carboxylic acid methylamide trifluoroacetic acid salt). The yield is 40.5%. Reaction SMILES: [F:1][C:2]([F:24])([F:23])[O:3][C:4]1[CH:9]=[CH:8][C:7]([NH:10][C:11]2[NH:12][C:13]([C:16]3[CH:21]=[CH:20][C:19]([OH:22])=[CH:18][CH:17]=3)=[N:14][N:15]=2)=[CH:6][CH:5]=1.[CH3:25][Si]([N-][Si](C)(C)C)(C)C.[K+].Cl[C:36]1[CH:41]=[CH:40][N:39]=[C:38]([C:42]([NH2:44])=[O:43])[CH:37]=1.[C:45]([O-])([O-:47])=[O:46].[K+].[K+]>CN(C=O)C.CO>[F:24][C:2]([F:1])([F:23])[C:45]([OH:47])=[O:46].[CH3:25][NH:44][C:42]([C:38]1[CH:37]=[C:36]([O:22][C:19]2[CH:20]=[CH:21][C:16]([C:13]3[NH:12][C:11]([NH:10][C:7]4[CH:6]=[CH:5][C:4]([O:3][C:2]([F:1])([F:23])[F:24])=[CH:9][CH:8]=4)=[N:15][N:14]=3)=[CH:17][CH:18]=2)[CH:41]=[CH:40][N:39]=1)=[O:43] |f:1.2,4.5.6,9.10|. Procedure: 4-[5-(4-trifluoromethoxy-phenylamino)-4H[1,2,4]triazol-3-yl]-phenol (66.4 mg, 0,197 mmol) was dissolved in 2 mL of anhydrous DMF in a 5 mL microwave vial (Personal Chemistry). Solid potassium bis(trimethylsilyl)amide (39.4 mg, 0.197 mmol) was added and the reaction mixture was stirred with heating at 80° C. for 15 min, then 4-chloro-2-pyridinecarboxamide (33.7 mg, 0.197 mmol) was added, followed by anhydrous K2CO3 (27.3 mg, 0.197 mmol). Then the vial was capped and microwaved at 200° C. for 15 m... Reactants: C(Cl)Cl (CH2Cl2), CC1(OCC(CO1)O)C (2,2-dimethyl-1,3-dioxan-5-ol), C(C(=C)C)(=O)Cl (Methacryloyl chloride). Conditions: time 3 hour. Procedure: To a CH2Cl2 (200 mL) solution of 2,2-dimethyl-1,3-dioxan-5-ol (17.0 g, 0.13 mol) at 0° C., triethylamine (20 mL) was added slowly. The reaction flask was flushed with nitrogen for 5 minutes. Methacryloyl chloride (13.5 g, 0.13 mol) was added dropwise. The reaction mixture was stirred at room temperature for 3 hours, then filtered, washed with a water solution of NaHCO3 (1M, 2×200 mL) and distilled water (2×200 mL). The filtrate was dried over MgSO4. 1,4-hydroquinone (10 mg) was added as an inhib... The product is C(C(=C)C)(=O)OC1COC(OC1)(C)C (2,2-dimethyl-1,3-dioxan-5-yl methacrylate). As a reaction SMILES: C(Cl)Cl.[CH3:4][C:5]1([CH3:12])[O:10][CH2:9][CH:8]([OH:11])[CH2:7][O:6]1.[C:13](Cl)(=[O:17])[C:14]([CH3:16])=[CH2:15]>C(N(CC)CC)C>[C:13]([O:11][CH:8]1[CH2:9][O:10][C:5]([CH3:12])([CH3:4])[O:6][CH2:7]1)(=[O:17])[C:14]([CH3:16])=[CH2:15]. Isolated yield 71.1%. The solvent is C(C)N(CC)CC (triethylamine). Reactants: C1CCNCC1, COC(COc1ccccc1C=O)OC, Cc1cccc[n+]1C, CO, [I-]. Product: COC(COc1ccccc1C=Cc1cccc[n+]1C)OC, [I-]. RXN SMILES: [CH2:25]1[CH2:26][CH2:27][NH:28][CH2:29][CH2:30]1.[CH3:10][O:11][CH:12]([CH2:13][O:14][c:15]1[c:16]([CH:17]=[O:18])[cH:19][cH:20][cH:21][cH:22]1)[O:23][CH3:24].[CH3:2][n+:3]1[c:4]([CH3:9])[cH:5][cH:6][cH:7][cH:8]1.[CH3:31][OH:32].[I-:1]>>[CH3:2][n+:3]1[c:4]([CH:9]=[CH:17][c:16]2[c:15]([O:14][CH2:13][CH:12]([O:11][CH3:10])[O:23][CH3:24])[cH:22][cH:21][cH:20][cH:19]2)[cH:5][cH:6][cH:7][cH:8]1.[I-:1]. The reactants are COC(=O)CBr, O=C([O-])[O-], [K+], [K+], C[Si](C)(C)CCOC(=O)COc1ccc(N)c(OCc2ccccc2)c1, CN(C)C=O, O. Yields the product COC(=O)CNc1ccc(OCC(=O)OCC[Si](C)(C)C)cc1OCc1ccccc1. As a reaction SMILES: [Br:33][CH2:34][C:35](=[O:36])[O:37][CH3:38].[C:27](=[O:28])([O-:29])[O-:30].[K+:31].[K+:32].[NH2:1][c:2]1[c:3]([O:19][CH2:20][c:21]2[cH:22][cH:23][cH:24][cH:25][cH:26]2)[cH:4][c:5]([O:6][CH2:7][C:8](=[O:9])[O:10][CH2:11][CH2:12][Si:13]([CH3:14])([CH3:15])[CH3:16])[cH:17][cH:18]1.[O:40]=[CH:41][N:42]([CH3:43])[CH3:44].[OH2:39]>>[NH:1]([c:2]1[c:3]([O:19][CH2:20][c:21]2[cH:22][cH:23][cH:24][cH:25][cH:26]2)[cH:4][c:5]([O:6][CH2:7][C:8](=[O:9])[O:10][CH2:11][CH2:12][Si:13]([CH3:14])([CH3:15])[CH3:16])[cH:17][cH:18]1)[CH2:34][C:35](=[O:36])[O:37][CH3:38]. The reactants are ClC1=C(N)C=CC(=C1)N1CCN(CC1)C (2-chloro-4-(4-methylpiperazin-1-yl)aniline), ClC1=C(C=CC(=C1)N1CCN(CC1)C)NC=1N=CC2=C(N1)N(C(C=C2)=O)C=2C=C(C=CC2)NC(OC(C)(C)C)=O (tert-Butyl (3-(2-((2-chloro-4-(4-methylpiperazin-1-yl)phenyl)amino)-7-oxopyrido[2,3-d]pyrimidin-8(7H)-yl)phenyl)carbamate). Yields the product ClC1=C(C=CC(=C1)N1CCN(CC1)C)NC=1N=CC2=C(N1)N(C(C=C2)=O)C=2C=C(C=CC2)NC(C=C)=O (N-(3-(2-((2-chloro-4-(4-methyl-1-piperazinyl)phenyl)amino)-7-oxopyrido[2,3-d]pyrimidin-8(7H)-yl)phenyl)-2-propenamide). As a reaction SMILES: Cl[C:2]1C=C(N2CCN(C)CC2)C=C[C:3]=1N.[Cl:16][C:17]1[CH:22]=[C:21]([N:23]2[CH2:28][CH2:27][N:26]([CH3:29])[CH2:25][CH2:24]2)[CH:20]=[CH:19][C:18]=1[NH:30][C:31]1[N:32]=[CH:33][C:34]2[CH:40]=[CH:39][C:38](=[O:41])[N:37]([C:42]3[CH:43]=[C:44]([NH:48][C:49](=O)[O:50]C(C)(C)C)[CH:45]=[CH:46][CH:47]=3)[C:35]=2[N:36]=1>>[Cl:16][C:17]1[CH:22]=[C:21]([N:23]2[CH2:28][CH2:27][N:26]([CH3:29])[CH2:25][CH2:24]2)[CH:20]=[CH:19][C:18]=1[NH:30][C:31]1[N:32]=[CH:33][C:34]2[CH:40]=[CH:39][C:38](=[O:41])[N:37]([C:42]3[CH:43]=[C:44]([NH:48][C:49](=[O:50])[CH:2]=[CH2:3])[CH:45]=[CH:46][CH:47]=3)[C:35]=2[N:36]=1. Procedure: The title compound was prepared according to the procedures described for Example 1, starting from 2-chloro-4-(4-methylpiperazin-1-yl)aniline (Aurum Pharmatech LLC, Wowell, N.J.). tert-Butyl (3-(2-((2-chloro-4-(4-methylpiperazin-1-yl)phenyl)amino)-7-oxopyrido[2,3-d]pyrimidin-8(7H)-yl)phenyl)carbamate (15a): m/z (ESI, +ve ion) 562.0 (M+H)+. Reactants: CCO, CON, CC(CCCc1ccccc1)Oc1cc2c3c(c1)OC(C)(C)CC3CC(O)O2, c1ccncc1. Yields the product CONC1CC2CC(C)(C)Oc3cc(OC(C)CCCc4ccccc4)cc(c32)O1. As a reaction SMILES: [CH3:29][CH2:30][OH:31].[CH3:32][O:33][NH2:34].[OH:1][CH:2]1[CH2:3][CH:4]2[CH2:5][C:6]([CH3:27])([CH3:28])[O:7][c:8]3[c:9]2[c:10]([cH:11][c:12]([O:14][CH:15]([CH3:16])[CH2:17][CH2:18][CH2:19][c:20]2[cH:21][cH:22][cH:23][cH:24][cH:25]2)[cH:13]3)[O:26]1.[cH:35]1[cH:36][cH:37][n:38][cH:39][cH:40]1>>[CH:2]1([NH:34][O:33][CH3:32])[CH2:3][CH:4]2[CH2:5][C:6]([CH3:27])([CH3:28])[O:7][c:8]3[c:9]2[c:10]([cH:11][c:12]([O:14][CH:15]([CH3:16])[CH2:17][CH2:18][CH2:19][c:20]2[cH:21][cH:22][cH:23][cH:24][cH:25]2)[cH:13]3)[O:26]1.